Dataset: the Open Reaction Database (ORD), a public repository of structured organic reaction records. Task: describe an organic reaction: reactants, conditions, products, and yield The reactants are [N+](=O)([O-])C=1C=C(C=CC1)C=1N(C=CC1)C(=O)OC(C)(C)C (tert-Butyl 2-(3-nitrophenyl)-1H-pyrrole-1-carboxylate), EtOAc hexanes, CC(=O)O (HOAc). The reagents and catalysts are [Pt] (Pt/C). Solvent: CCO (EtOH). Reaction conditions: time 20 minute. Product: C(C)(=O)NC=1C=C(C=CC1)C1N(CCC1)C(=O)OC(C)(C)C (tert-butyl 2-(3-acetamidophenyl)pyrrolidine-1-carboxylate). Isolated yield 35.0%. Reaction SMILES: [N+:1]([C:4]1[CH:5]=[C:6]([C:10]2[N:11]([C:15]([O:17][C:18]([CH3:21])([CH3:20])[CH3:19])=[O:16])[CH:12]=[CH:13][CH:14]=2)[CH:7]=[CH:8][CH:9]=1)([O-])=O.[CH3:22][C:23](O)=[O:24]>CCO.[Pt]>[C:23]([NH:1][C:4]1[CH:5]=[C:6]([CH:10]2[CH2:14][CH2:13][CH2:12][N:11]2[C:15]([O:17][C:18]([CH3:21])([CH3:20])[CH3:19])=[O:16])[CH:7]=[CH:8][CH:9]=1)(=[O:24])[CH3:22]. Procedure details: 4A (870 mg, 3.0 mmol) was hydrogenated in EtOH (12 mL) and HOAc (0.7 mL) with Pt/C (5% wt, 250 mg) using a H2 balloon for 2 days. After filtration and evaporation of solvent, the crude product was stirred in acetic anhydride (8.0 mL) for 20 min. After removal of acetic anhydride under high vacuum, the intermediate tert-butyl 2-(3-acetamidophenyl)pyrrolidine-1-carboxylate (316 mg, 35% yield for 2 steps) was obtained by chromatography (EtOAc/hexanes=1/1). This intermediate (310 mg, 1.0 mmol) was s...